The task is: describe an organic reaction: reactants, conditions, products, and yield. This data is from the Open Reaction Database (ORD), a public repository of structured organic reaction records. Starting materials: NC1=NNC2=NC=NC(=C21)NC2=CC(=CC=C2)Cl (3-amino-4-(3-chlorophenylamino)-1H-pyrazolo[3,4-d]pyrimidine), C(C)(=O)O (acetic acid), N1N=NN=C1C1=C(C=O)C=CC=C1 (2-(tetrazol-5-yl)-benzaldehyde). Solvent: CO (methanol). Yields the product ClC=1C=C(C=CC1)NC1=C2C(=NC=N1)NN=C2N=CC2=C(C=CC=C2)C2=NN=NN2 (4-(3-chloro-phenylamino)-3{[2-(tetrazol-5-yl)-phenyl]-methyleneamino}-1H-pyrazolo[3,4-d]pyrimidine). As a reaction SMILES: [NH2:1][C:2]1[C:10]2[C:5](=[N:6][CH:7]=[N:8][C:9]=2[NH:11][C:12]2[CH:17]=[CH:16][CH:15]=[C:14]([Cl:18])[CH:13]=2)[NH:4][N:3]=1.C(O)(=O)C.[NH:23]1[C:27]([C:28]2[CH:35]=[CH:34][CH:33]=[CH:32][C:29]=2[CH:30]=O)=[N:26][N:25]=[N:24]1>CO>[Cl:18][C:14]1[CH:13]=[C:12]([NH:11][C:9]2[N:8]=[CH:7][N:6]=[C:5]3[NH:4][N:3]=[C:2]([N:1]=[CH:30][C:29]4[CH:32]=[CH:33][CH:34]=[CH:35][C:28]=4[C:27]4[NH:23][N:24]=[N:25][N:26]=4)[C:10]=23)[CH:17]=[CH:16][CH:15]=1. Reported procedure: Analogously to Example 32, 521 mg (2.00 mmol) of 3-amino-4-(3-chlorophenylamino)-1H-pyrazolo[3,4-d]pyrimidine and 343 μl of acetic acid are dissolved in 50 ml of methanol and reacted with 523 mg (3.0 mmol) of 2-(tetrazol-5-yl)-benzaldehyde (Step 61.1) to form 4-(3-chloro-phenylamino)-3{[2-(tetrazol-5-yl)-phenyl]-methyleneamino}-1H-pyrazolo[3,4-d]pyrimidine. The above intermediate is reduced in 30 ml of DMEU with 16 ml (16 mmol) of DIBAL-H and the reaction mixture is hydrolyzed analogously. The D... The reactants are ceric ammonium nitrate, COC1=C(C(=C(C(=C1C)C)OC)C)C(CCCCCCO)C1=CC=CC=C1 (7-(2,5-Dimethoxy-3,4,6-trimethylphenyl)-7-phenylheptanol). The solvent is C(C)#N (acetonitrile), C(C)#N (acetonitrile), O (water). Reaction conditions: time 20 minute. Yields the product CC1=C(C(C(=C(C1=O)C)C)=O)C(CCCCCCO)C1=CC=CC=C1 (7-(3,5,6-trimethyl-1,4-benzoquinon-2-yl)-7-phenylheptanol). Isolated yield 89.9%. As a reaction SMILES: C[O:2][C:3]1[C:8]([CH3:9])=[C:7]([CH3:10])[C:6]([O:11]C)=[C:5]([CH3:13])[C:4]=1[CH:14]([C:22]1[CH:27]=[CH:26][CH:25]=[CH:24][CH:23]=1)[CH2:15][CH2:16][CH2:17][CH2:18][CH2:19][CH2:20][OH:21]>C(#N)C.O>[CH3:13][C:5]1[C:6](=[O:11])[C:7]([CH3:10])=[C:8]([CH3:9])[C:3](=[O:2])[C:4]=1[CH:14]([C:22]1[CH:23]=[CH:24][CH:25]=[CH:26][CH:27]=1)[CH2:15][CH2:16][CH2:17][CH2:18][CH2:19][CH2:20][OH:21]. Reported procedure: 7-(2,5-Dimethoxy-3,4,6-trimethylphenyl)-7-phenylheptanol (1.85 g, 5.0 mmole) was dissolved in a mixed solution of acetonitrile (12 ml) and water (6 ml), and a cooled solution of ceric ammonium nitrate (8.22 g, 5×3 mmole) in 50% aqueous acetonitrile (16 ml) was added dropwise to the solution, under ice cooling, over the 20-minutes period. After stirring was continued for another 20 minutes under ice cooling, acetonitrile was distilled off under reduced pressure, and isopropyl ether was added to t... The reactants are aqueous solution, [OH-].[Na+] (sodium hydroxide), NC1=C(C(=NC(=N1)C1=C(C(=C(C=C1)Cl)OC)F)C(=O)OC)\C=C\[Si](OCC)(OCC)OCC ((E)-methyl 6-amino-2-(4-chloro-2-fluoro-3-methoxyphenyl)-5-(2-(triethoxysilyl)vinyl)pyrimidine-4-carboxylate), CO (methanol), Cl (hydrochloric acid). The solvent is O1CCCC1 (tetrahydrofuran). Reaction conditions: time 20 hour. Yields the product NC1=C(C(=NC(=N1)C1=C(C(=C(C=C1)Cl)OC)F)C(=O)O)\C=C\[Si](O)(O)O ((E)-6-amino-2-(4-chloro-2-fluoro-3-methoxyphenyl)-5-(2-(trihydroxysilyl)vinyl)pyrimidine-4-carboxylic acid). Isolated yield 81.5%. Reaction SMILES: [OH-].[Na+].[NH2:3][C:4]1[N:9]=[C:8]([C:10]2[CH:15]=[CH:14][C:13]([Cl:16])=[C:12]([O:17][CH3:18])[C:11]=2[F:19])[N:7]=[C:6]([C:20]([O:22]C)=[O:21])[C:5]=1/[CH:24]=[CH:25]/[Si:26]([O:33]CC)([O:30]CC)[O:27]CC.CO.Cl>O1CCCC1>[NH2:3][C:4]1[N:9]=[C:8]([C:10]2[CH:15]=[CH:14][C:13]([Cl:16])=[C:12]([O:17][CH3:18])[C:11]=2[F:19])[N:7]=[C:6]([C:20]([OH:22])=[O:21])[C:5]=1/[CH:24]=[CH:25]/[Si:26]([OH:33])([OH:30])[OH:27] |f:0.1|. Procedure: A 2M aqueous solution of sodium hydroxide (150 μL, 0.31 mmol, 1.05 equiv) was added to a stirred solution of (E)-methyl 6-amino-2-(4-chloro-2-fluoro-3-methoxyphenyl)-5-(2-(triethoxysilyl)vinyl)pyrimidine-4-carboxylate (145 mg, 0.29 mmol, 1.0 equiv) in 3:1 methanol:tetrahydrofuran (4.0 mL) at room temperature. The homogeneous yellow solution was stirred at room temperature for 20 h. The reaction mixture was adjusted to pH 4 using concentrated hydrochloric acid and concentrated under vacuum. The r...